This data is from the Open Reaction Database (ORD), a public repository of structured organic reaction records. The task is: describe an organic reaction: reactants, conditions, products, and yield Procedure details: 18.5 g (0.1 mol) of ethyl N-(2-buten-1-yl)-N-(2-oxoethyl)-carbamate are heated under reflux overnight in a water separator with 16.5 g (0.1 mol) of N-benzylglycine in 300 ml of toluene. The mixture is concentrated and the residue is distilled. Starting materials: C(C=CC)N(C(OCC)=O)CC=O (ethyl N-(2-buten-1-yl)-N-(2-oxoethyl)-carbamate), C1(=CC=CC=C1)C (toluene), O (water), C(C1=CC=CC=C1)NCC(=O)O (N-benzylglycine). Product: C(C1=CC=CC=C1)N1C2CN(CC2C(C1)C)C(=O)OCC (Ethyl 2-benzyl-4-methyl-2,7-diazabicyclo[3.3.0]-octane-7-carboxylate). Reaction SMILES: [CH2:1]([N:5]([CH2:11][CH:12]=O)[C:6](=[O:10])[O:7][CH2:8][CH3:9])[CH:2]=[CH:3][CH3:4].O.[CH2:15]([NH:22]CC(O)=O)[C:16]1[CH:21]=[CH:20][CH:19]=[CH:18][CH:17]=1.[C:27]1(C)C=CC=CC=1>>[CH2:15]([N:22]1[CH2:4][CH:3]([CH3:27])[CH:2]2[CH:12]1[CH2:11][N:5]([C:6]([O:7][CH2:8][CH3:9])=[O:10])[CH2:1]2)[C:16]1[CH:21]=[CH:20][CH:19]=[CH:18][CH:17]=1. Starting materials: ClCC1=CC(=CC=C1)CCl (α,α'-dichloro-m-xylene), CC(C)OC1=C(C=CC=C1)N1CCCCC1 (N-[2-(1-methylethoxy)phenyl]piperidine), C([O-])([O-])=O.[Na+].[Na+] (sodium carbonate), C(C)(=O)OCC (ethyl acetate). Solvent: O (H2O). Product: CC(C)OC1=C(C=CC=C1)N1CCC(CC1)CC=1C=C(CCl)C=CC1 (3-[[1-[2-(1-methylethoxy)phenyl]-4-piperidinyl]methyl]benzyl chloride). Yield: 25.5%. Reaction SMILES: Cl[CH2:2][C:3]1[CH:8]=[CH:7][CH:6]=[C:5]([CH2:9][Cl:10])[CH:4]=1.[CH3:11][CH:12]([O:14][C:15]1[CH:20]=[CH:19][CH:18]=[CH:17][C:16]=1[N:21]1[CH2:26][CH2:25][CH2:24][CH2:23][CH2:22]1)[CH3:13].C(=O)([O-])[O-].[Na+].[Na+].C(OCC)(=O)C>O>[CH3:13][CH:12]([O:14][C:15]1[CH:20]=[CH:19][CH:18]=[CH:17][C:16]=1[N:21]1[CH2:26][CH2:25][CH:24]([CH2:2][C:3]2[CH:4]=[C:5]([CH:6]=[CH:7][CH:8]=2)[CH2:9][Cl:10])[CH2:23][CH2:22]1)[CH3:11] |f:2.3.4|. Reported procedure: A biphasic solution of α,α'-dichloro-m-xylene (2.40 g, 0.0137 mol), N-[2-(1-methylethoxy)phenyl]piperidine (3.00 g, 0.0137 mol), sodium carbonate (2.19 g, 0.020 mol), ethyl acetate (20 mL), and H2O (20 mL) was refluxed for 3 h. The organic layer was separated, dried (MgSO4), filtered, and evaporated to an oil. The residue was chromatographed on silica gel using chloroform as eluant to give 3-[[1-[2-(1-methylethoxy)phenyl]-4-piperidinyl]methyl]benzyl chloride (1.25 g, 25%). Reactants: COC=1C=C2C(NC=NC2=CC1OCCN1CCCC1)=O (6methoxy-7-(2-(pyrrolidin-1-yl)ethoxy)-3,4-dihydroquinazolin-4-one), S(=O)(Cl)Cl (thionyl chloride), C1(=CC=CC=C1)C (Toluene). Solvent: CN(C)C=O (DMF). Product: ClC1=NC=NC2=CC(=C(C=C12)OC)OCCN1CCCC1 (4-chloro-6-methoxy-7-(2-(pyrrolidin-1-yl)ethoxy)quinazoline). The yield is 82.0%. Reaction SMILES: [CH3:1][O:2][C:3]1[CH:4]=[C:5]2[C:10](=[CH:11][C:12]=1[O:13][CH2:14][CH2:15][N:16]1[CH2:20][CH2:19][CH2:18][CH2:17]1)[N:9]=[CH:8][NH:7][C:6]2=O.C1(C)C=CC=CC=1.S(Cl)([Cl:31])=O>CN(C=O)C>[Cl:31][C:6]1[C:5]2[C:10](=[CH:11][C:12]([O:13][CH2:14][CH2:15][N:16]3[CH2:20][CH2:19][CH2:18][CH2:17]3)=[C:3]([O:2][CH3:1])[CH:4]=2)[N:9]=[CH:8][N:7]=1. Procedure details: A solution of 6methoxy-7-(2-(pyrrolidin-1-yl)ethoxy)-3,4-dihydroquinazolin-4-one (228 mg, 7.9 mmol) in thionyl chloride (5 ml) and DMF (0.2 ml) was heated at reflux for 1 hour. Toluene was added and the volatiles were removed by evaporation. The residue was dissolved in methylene chloride and cooled aqueous sodium hydrogen carbonate solution was added. The organic layer was separated, washed with brine, dried (MgSO4) and the solvent removed by evaporation to give 4-chloro-6-methoxy-7-(2-(pyrroli... The reactants are C(C)(C)[Mg]Cl (iPrMgCl), CN(C)C=O (DMF), [NH4+].[Cl-] (NH4Cl), FC(C(=O)NC=1N=C2N(C=C(C=C2)I)C1)(F)F (2,2,2-Trifluoro-N-(6-iodo-imidazo[1,2-a]pyridin-2-yl)-acetamide). The solvent is C1CCOC1 (THF), C1CCOC1 (THF), C1CCOC1 (THF). Run at temperature -40 celsius, time 1 hour. Product: FC(C(=O)NC=1N=C2N(C=C(C=C2)C=O)C1)(F)F (2,2,2-Trifluoro-N-(6-formyl-imidazo[1,2-a]pyridin-2-yl)-acetamide). Reaction SMILES: [F:1][C:2]([F:17])([F:16])[C:3]([NH:5][C:6]1[N:7]=[C:8]2[CH:13]=[CH:12][C:11](I)=[CH:10][N:9]2[CH:15]=1)=[O:4].C([Mg]Cl)(C)C.CN([CH:26]=[O:27])C.[NH4+].[Cl-]>C1COCC1>[F:1][C:2]([F:17])([F:16])[C:3]([NH:5][C:6]1[N:7]=[C:8]2[CH:13]=[CH:12][C:11]([CH:26]=[O:27])=[CH:10][N:9]2[CH:15]=1)=[O:4] |f:3.4|. Reported procedure: 2,2,2-Trifluoro-N-(6-iodo-imidazo[1,2-a]pyridin-2-yl)-acetamide (Stage 153.2, 1 g, 2.82 mmol) was dissolved in THF (15 mL) and cooled down to −40° C. under nitrogen atm. iPrMgCl in THF (2 M, 2.8 mL) was added dropwise. After 1 h stirring, cold DMF (0.65 mL, 8.46 mmol) in THF (1 mL) was added and the RM warmed up to −10° C. in 4 h. NH4Cl solution was added and the mixture was extracted 3 times with EtOAc. Combined organic layers were washed with brine and dried on Na2SO4. After evaporation of the...